This data is from the Open Reaction Database (ORD), a public repository of structured organic reaction records. The task is: describe an organic reaction: reactants, conditions, products, and yield Yield: 93.5%. Solvent: O (water). Procedure: About 125 parts 1,4-dichlorobutene-2 and 60 parts trimethylamine are mixed with 700 parts 2-hexanone in a stainless steel pressure reactor. The mixture is allowed to react for 5 hours at a temperature of about 75°C. to about 80°C. Next, 60 parts of water are added to the cooled reaction mixture. This mixture yields about 93.5% 4-chloro-2-butenyltrimethylammonium chloride. The 2-hexanone is removed either by vacuum distillation or separated by decantation from the reaction mixture. About 95% of t... As a reaction SMILES: [CH2:1]([Cl:6])/[CH:2]=[CH:3]/[CH2:4][Cl:5].[CH3:7][N:8]([CH3:10])[CH3:9].CC(=O)CCCC>O>[Cl-:5].[Cl:6][CH2:1][CH:2]=[CH:3][CH2:4][N+:8]([CH3:10])([CH3:9])[CH3:7] |f:4.5|. The reactants are C(/C=C/CCl)Cl (1,4-dichlorobutene-2), CN(C)C (trimethylamine), CC(CCCC)=O (2-hexanone). Yields the product [Cl-].ClCC=CC[N+](C)(C)C (4-chloro-2-butenyltrimethylammonium chloride). Starting materials: [OH-].[Na+] (sodium hydroxide), COC1CNCC1 ((racemic)-3-methoxypyrrolidine), CN(C(C)=O)CC#C (N-methyl-N-propargyl acetamide), C=O (paraformaldehyde). The yield is 75.4%. Reagents/catalysts: cuprous chloride. The product is COC1CN(CC1)CC#CCN(C(C)=O)C ((Racemic)-N-[4-(3-Methoxy-1-pyrrolidinyl)-2-butynyl]-N-methyl acetamide). Procedure: A mixture of 365 mg of (racemic)-3-methoxypyrrolidine, 480 mg of N-methyl-N-propargyl acetamide, 180 mg of paraformaldehyde, 0.6 ml of acetic acid, 20 ml of dioxane and cuprous chloride catalyst was stirred at reflux under argon for 1 hour. The mixture was treated with 3 ml of 5N sodium hydroxide and 2 ml of water and extracted twice with dichloromethane. The extracts were combined, concentrated and purified by chromatography (alumina), giving 610 mg of the desired product. As a reaction SMILES: [CH3:1][O:2][CH:3]1[CH2:7][CH2:6][NH:5][CH2:4]1.[CH3:8][N:9]([CH2:13][C:14]#[CH:15])[C:10](=[O:12])[CH3:11].[CH2:16]=O.[OH-].[Na+]>O.O1CCOCC1.C(O)(=O)C>[CH3:1][O:2][CH:3]1[CH2:7][CH2:6][N:5]([CH2:16][C:15]#[C:14][CH2:13][N:9]([CH3:8])[C:10](=[O:12])[CH3:11])[CH2:4]1 |f:3.4|. Run in O (water), O1CCOCC1 (dioxane), C(C)(=O)O (acetic acid). As a reaction SMILES: [CH3:1][O:2][c:3]1[cH:4][cH:5][c:6]([C:12](=[O:13])[O:14][CH3:15])[c:7]2[cH:8][cH:9][nH:10][c:11]12.[H-:16].[I:18][CH:19]([CH3:20])[CH3:21].[Na+:17].[O:22]=[CH:23][N:24]([CH3:25])[CH3:26]>>[CH3:1][O:2][c:3]1[cH:4][cH:5][c:6]([C:12](=[O:13])[O:14][CH3:15])[c:7]2[cH:8][cH:9][n:10]([CH:19]([CH3:20])[CH3:21])[c:11]12. Yields the product COC(=O)c1ccc(OC)c2c1ccn2C(C)C. Starting materials: COC(=O)c1ccc(OC)c2[nH]ccc12, [H-], CC(C)I, [Na+], CN(C)C=O.